Dataset: the Open Reaction Database (ORD), a public repository of structured organic reaction records. Task: describe an organic reaction: reactants, conditions, products, and yield RXN SMILES: C(OC([NH:8][CH2:9][C:10]1[C:11]2[CH:19]=[CH:18][CH:17]=[C:16]([NH:20][C:21](=[O:30])[C:22]3[C:27]([Cl:28])=[CH:26][CH:25]=[CH:24][C:23]=3[Cl:29])[C:12]=2[O:13][C:14]=1[CH3:15])=O)(C)(C)C>FC(F)(F)C(O)=O>[NH2:8][CH2:9][C:10]1[C:11]2[CH:19]=[CH:18][CH:17]=[C:16]([NH:20][C:21](=[O:30])[C:22]3[C:27]([Cl:28])=[CH:26][CH:25]=[CH:24][C:23]=3[Cl:29])[C:12]=2[O:13][C:14]=1[CH3:15]. The yield is 86.6%. Solvent: FC(C(=O)O)(F)F (trifluoroacetic acid). Starting materials: C(C)(C)(C)OC(=O)NCC=1C2=C(OC1C)C(=CC=C2)NC(C2=C(C=CC=C2Cl)Cl)=O (3-tert-butoxycarbonylaminomethyl-7-(2,6-dichlorobenzoylamino)-2-methylbenzo[b]furan). Product: NCC=1C2=C(OC1C)C(=CC=C2)NC(C2=C(C=CC=C2Cl)Cl)=O (3-aminomethyl-7-(2,6-dichlorobenzoylamino)-2-methylbenzo[b]furan). Reported procedure: A solution of 3-tert-butoxycarbonylaminomethyl-7-(2,6-dichlorobenzoylamino)-2-methylbenzo[b]furan (312 mg) in trifluoroacetic acid (2 ml) was stirred at ambient temperature for 10 minutes. The reaction mixture was concentrated in vacuo and to the residue was added aqueous saturated sodium bicarbonate. The separated solid was collected, washed with water and dried to give 3-aminomethyl-7-(2,6-dichlorobenzoylamino)-2-methylbenzo[b]furan (210 mg). Reactants: C1CSSC1CCCCC(=O)N (Lipozyme), triesters, C(C(COCC(CO)O)O)O (diglycerol), C(CCCCCCCCCCCCCCCCC)(=O)O (stearic acid). Run in OCC(O)CO (glycerol). Run at temperature 70 celsius. Yields the product C(CCCCCCCCCCCCCCCCC)(=O)O.C(CCCCCCCCCCCCCCCCC)(=O)O.OCC(O)CO.OCC(O)CO (diglycerol 2,5-distearate). The yield is 5.0%. RXN SMILES: C1C(CCCCC(N)=O)SSC1.C(O)C(O)C[O:16][CH2:17][CH:18]([OH:21])[CH2:19][OH:20].[C:24]([OH:43])(=[O:42])[CH2:25][CH2:26][CH2:27][CH2:28][CH2:29][CH2:30][CH2:31][CH2:32][CH2:33][CH2:34][CH2:35][CH2:36][CH2:37][CH2:38][CH2:39][CH2:40][CH3:41]>OCC(CO)O>[C:24]([OH:43])(=[O:42])[CH2:25][CH2:26][CH2:27][CH2:28][CH2:29][CH2:30][CH2:31][CH2:32][CH2:33][CH2:34][CH2:35][CH2:36][CH2:37][CH2:38][CH2:39][CH2:40][CH3:41].[C:24]([OH:43])(=[O:42])[CH2:25][CH2:26][CH2:27][CH2:28][CH2:29][CH2:30][CH2:31][CH2:32][CH2:33][CH2:34][CH2:35][CH2:36][CH2:37][CH2:38][CH2:39][CH2:40][CH3:41].[OH:16][CH2:17][CH:18]([CH2:19][OH:20])[OH:21].[OH:16][CH2:17][CH:18]([CH2:19][OH:20])[OH:21] |f:4.5.6.7|. Procedure details: heating to 70°C. Thereto were added 10 parts by weight of an immobilized lipase preparation (trade name: Lipozyme, IM20, mfd. by NOVO) composed of a lipase originating from Mucor miehei immobilized on an anion exchange resin and 29 parts by weight of linear diglycerol. Then the stearic acid was reacted with the linear glycerol under reduced pressure (2 torr) at 70° C. for 4 hours. The reaction product was filtered to eliminate the immobilized enzyme. The obtained filtrate was put in a continuous... Reactants: BrC1=NC(=CC=C1)N1CCCC1 (2-Bromo-6-(pyrrolidin-1-yl)pyridine), C(CCC)[Sn](C1=CN=C2N1C=CC(=N2)C(F)(F)F)(CCCC)CCCC (3-tributylstannyl-7-trifluoromethylimidazo[1,2-α]pyrimidine). The product is N1(CCCC1)C1=CC=CC(=N1)C1=CN=C2N1C=CC(=N2)C(F)(F)F (3-[6-(pyrrolidin-1-yl)pyridin-2-yl]-7-trifluoromethylimidazo[1,2-α]pyrimidine). Yield: 26.8%. As a reaction SMILES: Br[C:2]1[CH:7]=[CH:6][CH:5]=[C:4]([N:8]2[CH2:12][CH2:11][CH2:10][CH2:9]2)[N:3]=1.C([Sn](CCCC)(CCCC)[C:18]1[N:22]2[CH:23]=[CH:24][C:25]([C:27]([F:30])([F:29])[F:28])=[N:26][C:21]2=[N:20][CH:19]=1)CCC>>[N:8]1([C:4]2[N:3]=[C:2]([C:18]3[N:22]4[CH:23]=[CH:24][C:25]([C:27]([F:28])([F:29])[F:30])=[N:26][C:21]4=[N:20][CH:19]=3)[CH:7]=[CH:6][CH:5]=2)[CH2:12][CH2:11][CH2:10][CH2:9]1. Reported procedure: 2-Bromo-6-(pyrrolidin-1-yl)pyridine (481 mg, 2.1 mmol) (prepared by the method of T. Sammakia et al., J. Org. Chem., 1999, 64(13), 4652-4664) was coupled to 3-tributylstannyl-7-trifluoromethylimidazo[1,2-α]pyrimidine (1.4 mmol) by the method of Example 1 to give 3-[6-(pyrrolidin-1-yl)pyridin-2-yl]-7-trifluoromethylimidazo[1,2-α]pyrimidine (125 mg) as a white solid: δH (360 MHz, DMSO) 2.02 (4H, t, J 6.5), 3.51 (4H, bs), 6.43 (1H, d, J 8.4), 7.27 (1H, d, J 7.7), 7.63 (1H, t, J 7.9), 7.71 (1H, d, J... Reactants: [Na] (sodium), S(=O)(=O)(Cl)Cl (sulfuryl chloride), N1=C(C=CC=C1)C(=O)C1=CC(=C(C=C1)OCC1=CC=CC=C1)NC(C)=O (3-acetamido-4-benzyloxyphenyl 2-pyridyl ketone). The solvent is C1=CC=CC=C1 (benzene), C1=CC=CC=C1 (benzene). Product: N1=C(C=CC=C1)C(=O)C1=CC(=C(C=C1)OCC1=CC=CC=C1)N(C(C)=O)S(=O)(=O)Cl (4-benzyloxy-3-(N-chlorosulfonylacetamido)phenyl 2-pyridyl ketone). As a reaction SMILES: [N:1]1[CH:6]=[CH:5][CH:4]=[CH:3][C:2]=1[C:7]([C:9]1[CH:14]=[CH:13][C:12]([O:15][CH2:16][C:17]2[CH:22]=[CH:21][CH:20]=[CH:19][CH:18]=2)=[C:11]([NH:23][C:24](=[O:26])[CH3:25])[CH:10]=1)=[O:8].[Na].[S:28](Cl)([Cl:31])(=[O:30])=[O:29]>C1C=CC=CC=1>[N:1]1[CH:6]=[CH:5][CH:4]=[CH:3][C:2]=1[C:7]([C:9]1[CH:14]=[CH:13][C:12]([O:15][CH2:16][C:17]2[CH:18]=[CH:19][CH:20]=[CH:21][CH:22]=2)=[C:11]([N:23]([S:28]([Cl:31])(=[O:30])=[O:29])[C:24](=[O:26])[CH3:25])[CH:10]=1)=[O:8] |^1:26|. Procedure: An anhydrous benzene solution of 3-acetamido-4-benzyloxyphenyl 2-pyridyl ketone is heated at reflux with sodium until a suspension is formed. To this suspension is added sulfuryl chloride in benzene and the resulting mixture is filtered to remove sodium chloride. The filtrate is evaporated to give 4-benzyloxy-3-(N-chlorosulfonylacetamido)phenyl 2-pyridyl ketone. Reactants: CC(C)(C)[Si](C)(C)Cl, CN(C)C=O, O=C1Nc2cc(CCO)ccc2C2CCCC12, c1c[nH]cn1. Product: CC(C)(C)[Si](C)(C)OCCc1ccc2c(c1)NC(=O)C1CCCC21. RXN SMILES: [C:1]([CH3:2])([CH3:3])([CH3:4])[Si:5]([CH3:6])([CH3:7])[Cl:8].[O:31]=[CH:32][N:33]([CH3:34])[CH3:35].[OH:14][CH2:15][CH2:16][c:17]1[cH:18][cH:19][c:20]2[c:25]([cH:26]1)[NH:24][C:23](=[O:27])[CH:22]1[CH:21]2[CH2:30][CH2:29][CH2:28]1.[nH:9]1[cH:10][cH:11][n:12][cH:13]1>>[C:1]([CH3:2])([CH3:3])([CH3:4])[Si:5]([CH3:6])([CH3:7])[O:14][CH2:15][CH2:16][c:17]1[cH:18][cH:19][c:20]2[c:25]([cH:26]1)[NH:24][C:23](=[O:27])[CH:22]1[CH:21]2[CH2:30][CH2:29][CH2:28]1. The reactants are Nc1nc(Cl)cc(Cl)n1, Cl, Cc1c[nH]c2nccc(Oc3c(F)cc(N)cc3F)c12, [Na+], [OH-], O. The product is Cc1c[nH]c2nccc(Oc3c(F)cc(Nc4cc(Cl)nc(N)n4)cc3F)c12. RXN SMILES: [Cl:21][c:22]1[n:23][c:24]([NH2:29])[n:25][c:26]([Cl:28])[cH:27]1.[ClH:30].[F:1][c:2]1[cH:3][c:4]([NH2:5])[cH:6][c:7]([F:20])[c:8]1[O:9][c:10]1[c:11]2[c:12]([n:13][cH:14][cH:15]1)[nH:16][cH:17][c:18]2[CH3:19].[Na+:32].[OH-:31].[OH2:33]>>[F:1][c:2]1[cH:3][c:4]([NH:5][c:26]2[n:25][c:24]([NH2:29])[n:23][c:22]([Cl:21])[cH:27]2)[cH:6][c:7]([F:20])[c:8]1[O:9][c:10]1[c:11]2[c:12]([n:13][cH:14][cH:15]1)[nH:16][cH:17][c:18]2[CH3:19].